From a dataset of the Open Reaction Database (ORD), a public repository of structured organic reaction records. describe an organic reaction: reactants, conditions, products, and yield The reactants are Cl (Hydrochloric acid), C(O)([O-])=O.[Na+] (sodium hydrogen carbonate), C1(=CC=CC=C1)C=1N(C=C(N1)C=O)C1=NC=CC=N1 (2-phenyl-1-pyrimidin-2-yl-1H-imidazole-4-carbaldehyde), CN.CO (methylamine methanol), [BH4-].[Na+] (Sodium borohydride). Run in CO (methanol). Conditions: time 10 minute. Yields the product Cl.Cl.CNCC=1N=C(N(C1)C1=NC=CC=N1)C1=CC=CC=C1 (N-methyl-1-[2-phenyl-1-(pyrimidin-2-yl)-1H-imidazol-4-yl]methanamine dihydrochloride). Isolated yield 27.0%. Reaction SMILES: [C:1]1([C:7]2[N:8]([C:14]3[N:19]=[CH:18][CH:17]=[CH:16][N:15]=3)[CH:9]=[C:10]([CH:12]=O)[N:11]=2)[CH:6]=[CH:5][CH:4]=[CH:3][CH:2]=1.[CH3:20][NH2:21].CO.[BH4-].[Na+].[ClH:26].C(=O)([O-])O.[Na+]>CO>[ClH:26].[ClH:26].[CH3:20][NH:21][CH2:12][C:10]1[N:11]=[C:7]([C:1]2[CH:6]=[CH:5][CH:4]=[CH:3][CH:2]=2)[N:8]([C:14]2[N:19]=[CH:18][CH:17]=[CH:16][N:15]=2)[CH:9]=1 |f:1.2,3.4,6.7,9.10.11|. Procedure: To a solution of 2-phenyl-1-pyrimidin-2-yl-1H-imidazole-4-carbaldehyde (150 mg) in methanol (15 mL) was added 40% methylamine-methanol solution (233 mg) and the mixture was stirred for 10 min. Sodium borohydride (68 mg) was added and the mixture was stirred for 10 min. 1 mol/L Hydrochloric acid was added to the reaction mixture and the mixture was stirred for 30 min. The mixture was neutralized with saturated sodium hydrogen carbonate solution, and extracted with tetrahydrofuran. The extract was...